Dataset: the Open Reaction Database (ORD), a public repository of structured organic reaction records. Task: describe an organic reaction: reactants, conditions, products, and yield The reactants are CC1CN(Cc2ccccc2)CCC1(O)c1c(F)cc(F)c2ccoc12, CC(=O)C(=O)OC1(c2c(F)cc(F)c3ccoc23)CCN(Cc2ccccc2)CC1C, CCCC[SnH](CCCC)CCCC. Product: CC1CN(Cc2ccccc2)CCC1c1c(F)cc(F)c2ccoc12. As a reaction SMILES: [CH2:1]([c:2]1[cH:3][cH:4][cH:5][cH:6][cH:7]1)[N:8]1[CH2:9][CH:10]([CH3:26])[C:11]([c:14]2[c:15]([F:24])[cH:16][c:17]([F:23])[c:18]3[cH:19][cH:20][o:21][c:22]23)([OH:25])[CH2:12][CH2:13]1.[CH2:27]([N:28]1[CH2:29][CH2:30][C:31]([O:32][C:33](=[O:34])[C:35]([CH3:36])=[O:37])([c:38]2[c:39]3[o:40][cH:41][cH:42][c:43]3[c:44]([F:45])[cH:46][c:47]2[F:48])[CH:49]([CH3:50])[CH2:51]1)[c:52]1[cH:53][cH:54][cH:55][cH:56][cH:57]1.[CH2:58]([SnH:59]([CH2:60][CH2:61][CH2:62][CH3:63])[CH2:64][CH2:65][CH2:66][CH3:67])[CH2:68][CH2:69][CH3:70]>>[CH2:1]([c:2]1[cH:3][cH:4][cH:5][cH:6][cH:7]1)[N:8]1[CH2:9][CH:10]([CH3:26])[CH:11]([c:14]2[c:15]([F:24])[cH:16][c:17]([F:23])[c:18]3[cH:19][cH:20][o:21][c:22]23)[CH2:12][CH2:13]1. The reactants are COC=1C=CC=2C[C@@H]3[C@@H]4C[C@H](C(=C[C@@]4(C2C1O)CCN3C)OC)C (5,6-Didehydro-3,6dimethoxy-7β,17-dimethyl-4-hydroxymorphinane), [NH4+].[OH-] (NH4OH). Solvent: CC(=O)C (acetone), Cl (HCl). Product: C[C@@H]1C(C[C@]23C=4C(=C(C=CC4C[C@H]([C@@H]2C1)N(CC3)C)OC)O)=O (7α,17-Dimethyl-4-hydroxy-3-methoxymorphinan-6-one), hemi-acetone. Reaction SMILES: [CH3:1][O:2][C:3]1[CH:4]=[CH:5][C:6]2[CH2:7][C@H:8]3[N:20]([CH3:21])[CH2:19][CH2:18][C@@:14]4([C:15]=2[C:16]=1[OH:17])[C@H:9]3[CH2:10][C@@H:11]([CH3:24])[C:12]([O:22]C)=[CH:13]4.[NH4+].[OH-]>Cl.CC(C)=O>[CH3:24][C@H:11]1[CH2:10][C@@H:9]2[C@:14]3([CH2:18][CH2:19][N:20]([CH3:21])[C@@H:8]2[CH2:7][C:6]2[CH:5]=[CH:4][C:3]([O:2][CH3:1])=[C:16]([OH:17])[C:15]3=2)[CH2:13][C:12]1=[O:22] |f:1.2|. Procedure details: A solution of (6) (2.54 g, 7.7 mmole) in 1 N HCl (30 ml) was heated on the steam bath for 30 minutes. The cooled solution was made basic with concentrated NH4OH and extracted with three portions of chloroform. The chloroform extracts were evaporated to give a crystalline residue. The residue was dissolved in hot acetone and cooled. Crystals (1.29 g) of the hemi-acetone solvate of (4a) were collected after cooling. Recrystallization from acetone gave analytically pure (4a) as hemi-acetone solvate...